From a dataset of the Open Reaction Database (ORD), a public repository of structured organic reaction records. describe an organic reaction: reactants, conditions, products, and yield Reactants: [H-].COCCO[Al+]OCCOC.[Na+].[H-] (sodium bis-(2-methoxyethoxy)aluminum hydride), C(C)OC(=O)C1=CN=C(C2=CC(=C(C=C12)OC)OC)CC1=CC(=C(C=C1)OC)OC (6,7-dimethoxy-1-[(3,4-dimethoxyphenyl)methyl]-4-isoquinolinecarboxylic acid ethyl ester), S(=O)(=O)([O-])[O-].[Na+].[Na+] (sodium sulfate). The solvent is C1(=CC=CC=C1)C (toluene), O1CCCC1 (tetrahydrofuran). Run at time 3 hour. The product is COC=1C=C2C(=CN=C(C2=CC1OC)CC1=CC(=C(C=C1)OC)OC)CO (6,7-dimethoxy-1-[(3,4-dimethoxyphenyl)methyl]-4-isoquinoline methanol). Isolated yield 72.4%. RXN SMILES: C([O:3][C:4]([C:6]1[C:15]2[C:10](=[CH:11][C:12]([O:18][CH3:19])=[C:13]([O:16][CH3:17])[CH:14]=2)[C:9]([CH2:20][C:21]2[CH:26]=[CH:25][C:24]([O:27][CH3:28])=[C:23]([O:29][CH3:30])[CH:22]=2)=[N:8][CH:7]=1)=O)C.[H-].COCCO[Al+]OCCOC.[Na+].[H-].S([O-])([O-])(=O)=O.[Na+].[Na+]>O1CCCC1.C1(C)C=CC=CC=1>[CH3:17][O:16][C:13]1[CH:14]=[C:15]2[C:10](=[CH:11][C:12]=1[O:18][CH3:19])[C:9]([CH2:20][C:21]1[CH:26]=[CH:25][C:24]([O:27][CH3:28])=[C:23]([O:29][CH3:30])[CH:22]=1)=[N:8][CH:7]=[C:6]2[CH2:4][OH:3] |f:1.2.3.4,5.6.7|. Procedure details: A slurry of 41.1 g of 6,7-dimethoxy-1-[(3,4-dimethoxyphenyl)methyl]-4-isoquinolinecarboxylic acid ethyl ester in 250 ml of dry tetrahydrofuran was chilled to 0° and treated dropwise over 30 minutes with 62.8 ml of 3.5M sodium bis-(2-methoxyethoxy)aluminum hydride in toluene solution. After stirring at 0° for three hours, 60 ml of saturated aqueous sodium sulfate solution was cautiously added and the mixture was stirred until granular. The supernatant solution was decanted, the residue was extrac... The reactants are Example 1 ( 1 ), C(C)(=O)OC=1C=C(C(=O)N)C=CC1OC(C)=O (3,4-diacetoxybenzamide), C(C(=O)Cl)(=O)Cl (oxalyl chloride), C(C)(=O)OC=1C=C(C(=O)N)C=C(C1OC(C)=O)OC(C)=O (3,4,5-triacetoxybenzamide), C(C(=O)Cl)(=O)Cl (oxalyl chloride). Solvent: ClCCl (dichloromethane). Product: C(C)(=O)OC=1C=C(C(=O)N=C=O)C=C(C1OC(C)=O)OC(C)=O (3,4,5-triacetoxybenzoyl isocyanate). As a reaction SMILES: [C:1]([O:4][C:5]1[CH:6]=[C:7]([CH:11]=[C:12]([O:18][C:19](=[O:21])[CH3:20])[C:13]=1[O:14][C:15](=[O:17])[CH3:16])[C:8]([NH2:10])=[O:9])(=[O:3])[CH3:2].C(Cl)(=O)[C:23](Cl)=[O:24].C(OC1C=C(C=CC=1OC(=O)C)C(N)=O)(=O)C>ClCCl>[C:1]([O:4][C:5]1[CH:6]=[C:7]([CH:11]=[C:12]([O:18][C:19](=[O:21])[CH3:20])[C:13]=1[O:14][C:15](=[O:17])[CH3:16])[C:8]([N:10]=[C:23]=[O:24])=[O:9])(=[O:3])[CH3:2]. Procedure details: The procedure used in Example 1 (1) was repeated except that 3,4,5-triacetoxybenzamide (8.0 g) and oxalyl chloride (8.6 g) were used instead of 3,4-diacetoxybenzamide (7.5 g) and oxalyl chloride (10.1 g) to give a solution of 3,4,5-triacetoxybenzoyl isocyanate in anhydrous dichloromethane (40 ml). As a reaction SMILES: [CH3:19][C:20](=[O:21])[OH:22].[CH3:1][c:2]1[o:3][c:4]([CH2:7][S:8][c:9]2[cH:10][cH:11][c:12]([N+:15]([O-:16])=[O:17])[cH:13][cH:14]2)[n:5][n:6]1.[Fe:18]>>[CH3:1][c:2]1[o:3][c:4]([CH2:7][S:8][c:9]2[cH:10][cH:11][c:12]([NH2:15])[cH:13][cH:14]2)[n:5][n:6]1. Starting materials: CC(=O)O, Cc1nnc(CSc2ccc([N+](=O)[O-])cc2)o1, [Fe]. The product is Cc1nnc(CSc2ccc(N)cc2)o1. The reactants are 17, CC(N)(CNC(CC(C)C)=O)C (2,2,7,7-tetramethyl-1,4-diazaheptan-5-one), C(C1=CC=CC=C1)OC(=O)Cl (benzylchloroformate), 20. Run in C1=CC=CC=C1 (benzene), petroleum ether. The product is C(C1=CC=CC=C1)OC(=O)N1CC(NC(CC1=O)(C)C)(C)C (4-benzyloxycarbonyl-2,2,7,7-tetramethyl-1,4-diazacycloheptan-5-one). RXN SMILES: [CH3:1][C:2]([CH3:12])([CH2:4][NH:5][C:6](=[O:11])[CH2:7][CH:8]([CH3:10])[CH3:9])[NH2:3].[CH2:13]([O:20][C:21](Cl)=[O:22])[C:14]1[CH:19]=[CH:18][CH:17]=[CH:16][CH:15]=1>C1C=CC=CC=1>[CH2:13]([O:20][C:21]([N:5]1[C:6](=[O:11])[CH2:7][C:8]([CH3:9])([CH3:10])[NH:3][C:2]([CH3:1])([CH3:12])[CH2:4]1)=[O:22])[C:14]1[CH:19]=[CH:18][CH:17]=[CH:16][CH:15]=1. Procedure details: A mixture of 17 parts of 2,2,7,7-tetramethyl-1,4-diazaheptan-5-one, 19 parts of benzylchloroformate and 250 parts of dry benzene was heated at reflux for 16 hours. The solvent was then evaporated in vacuo to yield an almost colourless oil. Addition of 20 parts of petroleum ether (of boiling range 40° to 60°C) produced 4-benzyloxycarbonyl-2,2,7,7-tetramethyl-1,4-diazacycloheptan-5-one as a colourless solid of melting point 86° -88°C. This material gave the following elemental analysis by weight: Starting materials: C(C)S(=O)C1=CC2=C(C(=NCC(N2)=S)C2=CC(=CC=C2)NC=O)C(=C1)N(CC)CC (1,3-dihydro-8-(ethylsulfinyl)-6-(diethylamino)-5-(m-formamidophenyl)-2H-1,4-benzodiazepine-2-thione), OCC(=O)NN (hydroxyacetic acid hydrazide). Run in C(CCC)O (n-butylalcohol). Yields the product C(=O)NC=1C=C(C=CC1)C1=NCC=2N(C3=C1C=CC=C3)C=NN2 (6-(m-formamidophenyl)-4H-s-triazolo[4,3-a][1,4]benzodiazepine). As a reaction SMILES: C(S([C:5]1[CH:25]=[C:24](N(CC)CC)[C:8]2[C:9]([C:15]3[CH:20]=[CH:19][CH:18]=[C:17]([NH:21][CH:22]=[O:23])[CH:16]=3)=[N:10][CH2:11][C:12](=S)[NH:13][C:7]=2[CH:6]=1)=O)C.OC[C:33]([NH:35][NH2:36])=O>C(O)CCC>[CH:22]([NH:21][C:17]1[CH:16]=[C:15]([C:9]2[C:8]3[CH:24]=[CH:25][CH:5]=[CH:6][C:7]=3[N:13]3[CH:33]=[N:35][N:36]=[C:12]3[CH2:11][N:10]=2)[CH:20]=[CH:19][CH:18]=1)=[O:23]. Procedure: In the manner given in Example 11, a solution of 1,3-dihydro-8-(ethylsulfinyl)-6-(diethylamino)-5-(m-formamidophenyl)-2H-1,4-benzodiazepine-2-thione and hydroxyacetic acid hydrazide in n-butylalcohol was refluxed to give 9-(ethylsulfinyl)-7-(diethylamino)-1-hydroxymethyl)-6-(m-formamidophenyl)-4H-s-triazolo[4,3-a][1,4]benzodiazepine. Reactants: BrC=1C=C2C=3N(C(C(NC3C1)=O)=O)C(C2)CC(=O)O (8-bromo-5-carboxymethyl-5,6-dihydro-1H-pyrrolo[1,2,3-de]quinoxaline-2,3-dione), NC1=CC=CC=C1 (aniline). Product: BrC=1C=C2C=3N(C(C(NC3C1)=O)=O)C(C2)CC(NC2=CC=CC=C2)=O (8-Bromo-5-phenylcarbamoylmethyl-5,6-dihydro-1H-pyrrolo[1,2,3-de]quinoxaline-2,3-dione). The yield is 51.2%. RXN SMILES: [Br:1][C:2]1[CH:3]=[C:4]2[CH2:15][CH:14]([CH2:16][C:17](O)=[O:18])[N:6]3[C:7](=[O:13])[C:8](=[O:12])[NH:9][C:10]([CH:11]=1)=[C:5]23.[NH2:20][C:21]1[CH:26]=[CH:25][CH:24]=[CH:23][CH:22]=1>>[Br:1][C:2]1[CH:3]=[C:4]2[CH2:15][CH:14]([CH2:16][C:17](=[O:18])[NH:20][C:21]3[CH:26]=[CH:25][CH:24]=[CH:23][CH:22]=3)[N:6]3[C:7](=[O:13])[C:8](=[O:12])[NH:9][C:10]([CH:11]=1)=[C:5]23. Procedure details: A procedure similar to that described in Example 5 was carried out with 8-bromo-5-carboxymethyl-5,6-dihydro-1H-pyrrolo[1,2,3-de]quinoxaline-2,3-dione (130 mg, 0.40 mmol) and aniline (40 μL, 0.44 mmol) to give 82 mg of the title compound (51%): mp 186° C. (dec); 1H NMR (270 MHz, DMSO-d6) δ12.23 (s, 1H), 10.34 (s, 1H), 7.55 (d, 2H, J=8 Hz), 7.32 (t, 2H, J=8 Hz), 7.22 (s, 2H), 7.07 (t, 1H, J=8 Hz), 5.30~5.36 (m, 1H), 2.86 (dm, 1H, J=18 Hz), 2.75 (dm, 1H, J=14 Hz), 2.62 (m, 1H, J=14 Hz), 2.02~2.18 (... Starting materials: N#N (N2), C(C)[SiH](CC)CC (triethylsilane), C(C1=CC=CC=C1)OCO[C@@H]([C@@H](C[C@@H]1CCC([C@](O1)(OC)C(/C=C/C(SCC)=O)(C)C)=O)O[Si](C)(C)C(C)(C)C)C ((E)-S-ethyl 4-((2S,6S)-6-((2R,3R)-3-(benzyloxymethoxy)-2-(tert-butyldimethylsilyloxy)butyl)-2-methoxy-3-oxo-tetrahydro-2H-pyran-2-yl)-4-methylpent-2-enethioate), C=CCCCC (1-hexene), N1=CC=CC2=CC=CC=C12 (quinoline). Reagents/catalysts: [Pd].CC(=O)[O-].CC(=O)[O-].[Pb+2] (Lindlar's catalyst). The solvent is CCOC(=O)C (EtOAc), CC(=O)C (acetone). Run at time 40 minute. Product: C(C1=CC=CC=C1)OCO[C@@H]([C@@H](C[C@@H]1CCC([C@](O1)(OC)C(/C=C/C=O)(C)C)=O)O[Si](C)(C)C(C)(C)C)C ((E)-4-((2S,6S)-6-((2R,3R)-3-(benzyloxymethoxy)-2-(tert-butyldimethylsilyloxy)butyl)-2-methoxy-3-oxo-tetrahydro-2H-pyran-2-yl)-4-methylpent-2-enal). Yield: 91.1%. RXN SMILES: [CH2:1]([O:8][CH2:9][O:10][C@H:11]([CH3:41])[C@H:12]([O:33][Si:34]([C:37]([CH3:40])([CH3:39])[CH3:38])([CH3:36])[CH3:35])[CH2:13][C@H:14]1[O:19][C@:18]([C:22]([CH3:31])([CH3:30])/[CH:23]=[CH:24]/[C:25](=[O:29])SCC)([O:20][CH3:21])[C:17](=[O:32])[CH2:16][CH2:15]1)[C:2]1[CH:7]=[CH:6][CH:5]=[CH:4][CH:3]=1.C=CCCCC.N1C2C(=CC=CC=2)C=CC=1.N#N.C([SiH](CC)CC)C>CC(C)=O.[Pd].CC([O-])=O.CC([O-])=O.[Pb+2].CCOC(C)=O>[CH2:1]([O:8][CH2:9][O:10][C@H:11]([CH3:41])[C@H:12]([O:33][Si:34]([C:37]([CH3:40])([CH3:39])[CH3:38])([CH3:36])[CH3:35])[CH2:13][C@H:14]1[O:19][C@:18]([C:22]([CH3:31])([CH3:30])/[CH:23]=[CH:24]/[CH:25]=[O:29])([O:20][CH3:21])[C:17](=[O:32])[CH2:16][CH2:15]1)[C:2]1[CH:3]=[CH:4][CH:5]=[CH:6][CH:7]=1 |f:6.7.8.9|. Procedure: To a stirring solution of thiolester 21 (219 mg, 0.360 mmol, 1.0 equiv) in acetone (5.2 mL), in a 25 mL pear shaped flask at rt, was added 1-hexene (450 μL, 3.60 mmol, 10.0 equiv), quinoline (21 μL, 0.180 mmol, 0.5 equiv), and Lindlar's catalyst (5% Pd/wt, Acros, 1.53 g, 0.719 mmol, 2.0 equiv). The flask was purged with N2, and triethylsilane (144 μL, 0.900 mmol, 2.5 equiv) was added dropwise via syringe over 1 min. The mixture stirred vigorously at rt for 40 min and was then diluted with EtOAc ... Starting materials: [OH-].[K+] (potassium hydroxide), C(C)OC(C(C(=O)OCC)CCCCOC1=CC=CC=C1)=O (4-phenoxybutylmalonic acid diethyl ester). Run in C(C)O (ethanol), C(C)O (ethanol). Conditions: time 24 hour. Product: C(C)OC(C(C(=O)O)CCCCOC1=CC=CC=C1)=O (4-phenoxybutylmalonic acid ethyl ester). The yield is 84.0%. Reaction SMILES: [OH-].[K+].[CH2:3]([O:5][C:6](=[O:24])[CH:7]([CH2:13][CH2:14][CH2:15][CH2:16][O:17][C:18]1[CH:23]=[CH:22][CH:21]=[CH:20][CH:19]=1)[C:8]([O:10]CC)=[O:9])[CH3:4]>C(O)C>[CH2:3]([O:5][C:6](=[O:24])[CH:7]([CH2:13][CH2:14][CH2:15][CH2:16][O:17][C:18]1[CH:19]=[CH:20][CH:21]=[CH:22][CH:23]=1)[C:8]([OH:10])=[O:9])[CH3:4] |f:0.1|. Procedure details: A solution of 16.1 g of potassium hydroxide in 250 ml of ethanol is added dropwise to 87 g of 4-phenoxybutylmalonic acid diethyl ester in 250 ml of ethanol at room temperature. The mixture is stirred for 24 hours and substantially concentrated in vacuo; the residue is taken up in 500 ml of water and the aqueous mixture is extracted with 200 ml of diethyl ether. The aqueous phase is acidified with concentrated hydrochloric acid, while cooling with ice, and extracted 3 times with 200 ml of diethyl...